From a dataset of the Open Reaction Database (ORD), a public repository of structured organic reaction records. describe an organic reaction: reactants, conditions, products, and yield Starting materials: Cl.BrC=1C=C(CN)C=CC1 (3-Bromo-benzylamine HCl salt), C(C)(C)N(CC)C(C)C (diisopropylethylamine), [BH-](OC(=O)C)(OC(=O)C)OC(=O)C.[Na+] (Na(OAc)3BH), 2,6-dimethoxy-4-polystyrenebenzyloxy-benzaldehyde, CN1C(CCC1)=O (1-methyl-2-pyrrolidinone). Run in C(C)(=O)O (acetic acid). Run at time 8 hour. The product is CC(C(C)(C)C(=O)O)O (DMHB). Reaction SMILES: CN1CCCC1=[O:7].Cl.BrC1[CH:11]=[C:12]([CH:15]=[CH:16]C=1)[CH2:13]N.C(N(C(C)C)CC)(C)C.[BH-](OC(C)=O)(OC(C)=O)[O:28][C:29](C)=[O:30].[Na+]>C(O)(=O)C>[CH3:16][CH:15]([OH:7])[C:12]([C:29]([OH:30])=[O:28])([CH3:13])[CH3:11] |f:1.2,4.5|. Procedure details: To a 250 mL shaker vessel was added 2,6-dimethoxy-4-polystyrenebenzyloxy-benzaldehyde (DMHB resin) (10 g, 1.5 mmol/g, 15 mmol) and 150 mL of 1-methyl-2-pyrrolidinone (NMP). 3-Bromo-benzylamine HCl salt (17 g, 75 mmol), diisopropylethylamine (DIEA) (13 mL, 75 mmol), acetic acid (HOAc) (15 mL), and Na(OAc)3BH (19.1 g, 90 mmol) were then added. The resulting mixture was shaken at rt for overnight, and was then washed with NMP (150 mL×2), dichloromethane (DCM) (150 mL×2), MeOH (150 mL×2) and DCM (15...